Dataset: the Open Reaction Database (ORD), a public repository of structured organic reaction records. Task: describe an organic reaction: reactants, conditions, products, and yield RXN SMILES: [Cl:1][C:2]1[C:3]([O:17][C:18]2[CH:19]=[N:20][CH:21]=[CH:22][CH:23]=2)=[C:4]([NH2:16])[C:5]([NH2:15])=[CH:6][C:7]=1[O:8][C:9]1[CH:10]=[N:11][CH:12]=[CH:13][CH:14]=1.[N:24]1[CH:29]=[CH:28][CH:27]=[CH:26][C:25]=1[C:30](O)=O>>[Cl:1][C:2]1[C:7]([O:8][C:9]2[CH:10]=[N:11][CH:12]=[CH:13][CH:14]=2)=[CH:6][C:5]2[NH:15][C:30]([C:25]3[CH:26]=[CH:27][CH:28]=[CH:29][N:24]=3)=[N:16][C:4]=2[C:3]=1[O:17][C:18]1[CH:19]=[N:20][CH:21]=[CH:22][CH:23]=1. The reactants are ClC=1C(=C(C(=CC1OC=1C=NC=CC1)N)N)OC=1C=NC=CC1 (4-chloro-3,5-bis(pyridin-3-yloxy)-benzene-1,2-diamine), N1=C(C=CC=C1)C(=O)O (picolinic acid). The product is ClC1=C(C2=C(NC(=N2)C2=NC=CC=C2)C=C1OC=1C=NC=CC1)OC=1C=NC=CC1 (5-chloro-2-pyridin-2-yl-4,6-bis(pyridin-3-yloxy)-1H-benzimidazole). Procedure: In the same manner as in Example 68 but using 4-chloro-3,5-bis(pyridin-3-yloxy)-benzene-1,2-diamine and picolinic acid, the entitled compound was obtained as a pale yellow solid.